From a dataset of the Open Reaction Database (ORD), a public repository of structured organic reaction records. describe an organic reaction: reactants, conditions, products, and yield Reactants: CCOC(=O)CN1C(=O)CNC1=S, C1CCNCC1, ClCCl, O=Cc1ccc(-c2cccc(I)c2)o1. Yields the product CCOC(=O)CN1C(=O)C(=Cc2ccc(-c3cccc(I)c3)o2)NC1=S. Reaction SMILES: [CH2:15]([CH3:16])[O:17][C:18]([CH2:19][N:20]1[C:21](=[S:26])[NH:22][CH2:23][C:24]1=[O:25])=[O:27].[CH2:28]1[CH2:29][CH2:30][NH:31][CH2:32][CH2:33]1.[Cl:34][CH2:35][Cl:36].[I:1][c:2]1[cH:3][c:4](-[c:8]2[cH:9][cH:10][c:11]([CH:13]=[O:14])[o:12]2)[cH:5][cH:6][cH:7]1>>[I:1][c:2]1[cH:3][c:4](-[c:8]2[cH:9][cH:10][c:11]([CH:13]=[C:23]3[NH:22][C:21](=[S:26])[N:20]([CH2:19][C:18]([O:17][CH2:15][CH3:16])=[O:27])[C:24]3=[O:25])[o:12]2)[cH:5][cH:6][cH:7]1. Reactants: N (ammonia), FC(COC=1C=CC(=NC1)C(=O)O)(F)F (5-(2,2,2-trifluoro-ethoxy)-pyridine-2-carboxylic acid), NC=1C=CC(=C(C1)C1(COCC(N1)=S)C1CC1)F ((RS)-5-(5-amino-2-fluoro-phenyl)-5-cyclopropyl-morpholine-3-thione), C(C)(C)(C)OO (tert-butyl hydroperoxide). The product is NC1=NC(COC1)(C1CC1)C=1C=C(C=CC1F)NC(=O)C1=NC=C(C=C1)OCC(F)(F)F ((RS)-5-(2,2,2-Trifluoro-ethoxy)-pyridine-2-carboxylic acid [3-(5-amino-3-cyclopropyl-3,6-dihydro-2H-[1,4]oxazin-3-yl)-4-fluoro-phenyl]-amide). Reaction SMILES: [F:1][C:2]([F:15])([F:14])[CH2:3][O:4][C:5]1[CH:6]=[CH:7][C:8]([C:11]([OH:13])=O)=[N:9][CH:10]=1.[NH2:16][C:17]1[CH:18]=[CH:19][C:20]([F:33])=[C:21]([C:23]2([CH:30]3[CH2:32][CH2:31]3)[NH:28][C:27](=S)[CH2:26][O:25][CH2:24]2)[CH:22]=1.C(OO)(C)(C)C.[NH3:40]>>[NH2:40][C:27]1[CH2:26][O:25][CH2:24][C:23]([C:21]2[CH:22]=[C:17]([NH:16][C:11]([C:8]3[CH:7]=[CH:6][C:5]([O:4][CH2:3][C:2]([F:1])([F:15])[F:14])=[CH:10][N:9]=3)=[O:13])[CH:18]=[CH:19][C:20]=2[F:33])([CH:30]2[CH2:32][CH2:31]2)[N:28]=1. Procedure: In an analogous manner to that described in example 6 (Method B), the condensation of 5-(2,2,2-trifluoro-ethoxy)-pyridine-2-carboxylic acid (CAS 881409-53-6) and (RS)-5-(5-amino-2-fluoro-phenyl)-5-cyclopropyl-morpholine-3-thione followed by the treatment with tert-butyl hydroperoxide and ammonia yielded the title compound (23) as a white solid. Mass (calculated) C21H20F4N4O3 [452.406]; (found) [M+H]+=453. Reactants: CCO, CCOC(=O)C1CN1C(=O)OCC, N. Yields the product CCOC(=O)N1CC1C(N)=O. As a reaction SMILES: [CH3:15][CH2:16][OH:17].[N:1]1([C:9](=[O:10])[O:11][CH2:12][CH3:13])[CH:2]([C:4](=[O:5])[O:6][CH2:7][CH3:8])[CH2:3]1.[NH3:14]>>[N:1]1([C:9](=[O:10])[O:11][CH2:12][CH3:13])[CH:2]([C:4](=[O:5])[NH2:14])[CH2:3]1. Yields the product FC(C[C@H](C(=O)N[C@@H](C)C1=CC=CC=C1)C)(F)F ((R)-4,4,4-trifluoro-2-methyl-N-[(S)-1-phenylethyl]butyramide). Procedure: 10 g of 4,4,4-trifluoro-2-methyl-N-[(S)-1-phenylethyl]butyramide (diastereomer ratio 2(S):1(R), prepared by a method similar to that described in step c)above) was dissolved in tetrahydrofuran (25 ml) with stirring. Potassium t-butoxide (2.02 g) was then added, together with tetrahydrofuran (5 ml). The resultant solution was then stirred for one hour, by which time complete equilibration of the diastereomers had occured, as monitored by HPLC analysis. Water was then added with cooling to maintai... Run at temperature 40 celsius, time 15 minute. As a reaction SMILES: [F:1][C:2]([F:18])([F:17])[CH2:3][CH:4]([CH3:16])[C:5]([NH:7][C@H:8]([C:10]1[CH:15]=[CH:14][CH:13]=[CH:12][CH:11]=1)[CH3:9])=[O:6].CC(C)([O-])C.[K+].O.C1(C)C=CC=CC=1>O1CCCC1>[F:1][C:2]([F:17])([F:18])[CH2:3][C@@H:4]([CH3:16])[C:5]([NH:7][C@H:8]([C:10]1[CH:15]=[CH:14][CH:13]=[CH:12][CH:11]=1)[CH3:9])=[O:6] |f:1.2|. Reactants: O (Water), FC(CC(C(=O)N[C@@H](C)C1=CC=CC=C1)C)(F)F (4,4,4-trifluoro-2-methyl-N-[(S)-1-phenylethyl]butyramide), 2(S), ( R ), resultant solution, C1(=CC=CC=C1)C (toluene), CC(C)([O-])C.[K+] (Potassium t-butoxide). The solvent is O1CCCC1 (tetrahydrofuran), O1CCCC1 (tetrahydrofuran). The yield is 32.0%. The reactants are Cc1ccccc1, Nc1cc(Cl)c(Oc2ncc(OC(F)F)cc2Cl)c(Cl)c1, O=C(Cl)Cl. RXN SMILES: [CH3:26][c:27]1[cH:28][cH:29][cH:30][cH:31][cH:32]1.[Cl:1][c:2]1[c:3]([O:12][c:13]2[c:14]([Cl:21])[cH:15][c:16]([NH2:17])[cH:18][c:19]2[Cl:20])[n:4][cH:5][c:6]([O:8][CH:9]([F:10])[F:11])[cH:7]1.[Cl:22][C:23]([Cl:24])=[O:25]>>[Cl:1][c:2]1[c:3]([O:12][c:13]2[c:14]([Cl:21])[cH:15][c:16]([N:17]=[C:23]=[O:25])[cH:18][c:19]2[Cl:20])[n:4][cH:5][c:6]([O:8][CH:9]([F:10])[F:11])[cH:7]1. Product: O=C=Nc1cc(Cl)c(Oc2ncc(OC(F)F)cc2Cl)c(Cl)c1. Starting materials: BrC=1C=CC(=NC1)C=O (5-bromo-2-formyl-pyridine), C(C)(C)(C)[S@](=O)N ((S)-tert-butylsulfinamide), titanium tetra-isopropoxyide. Solvent: [Cl-].[Na+].O (brine), C1CCOC1 (THF). Reaction conditions: temperature 73 celsius, time 2.5 hour. Yields the product BrC=1C=CC(=NC1)\C=N\S(=O)C(C)(C)C (2-Methyl-propane-2-sulfinic acid 1-(5-bromo-pyridin-2-yl)-meth-(E)-ylideneamide). The yield is 77.0%. As a reaction SMILES: [Br:1][C:2]1[CH:3]=[CH:4][C:5]([CH:8]=O)=[N:6][CH:7]=1.[C:10]([S@@:14]([NH2:16])=[O:15])([CH3:13])([CH3:12])[CH3:11]>C1COCC1.[Cl-].[Na+].O>[Br:1][C:2]1[CH:3]=[CH:4][C:5](/[CH:8]=[N:16]/[S:14]([C:10]([CH3:13])([CH3:12])[CH3:11])=[O:15])=[N:6][CH:7]=1 |f:3.4.5|. Reported procedure: To a solution of 5-bromo-2-formyl-pyridine (3.0 g, 16.1 mmol) in dry THF (95 mL), (S)-tert-butylsulfinamide (2.05 g, 16.9 mmol) was added at RT under argon. Then titanium tetra-isopropoxyide (7 mL, 33.9 mmol) was added drop wise. The reaction mixture was stirred at 73° C. (external temperature) for 2.5 h, and was allowed to cool down. The reaction mixture was slowly poured into a vigorously stirring mixture of ca. 200 mL of brine and ice. The slurry was filtered and washed with DCM. The organic ...